Dataset: the Open Reaction Database (ORD), a public repository of structured organic reaction records. Task: describe an organic reaction: reactants, conditions, products, and yield Reactants: CCO, Cc1ccccc1, CC1C(c2cc(C(F)(F)F)cc(C(F)(F)F)c2)OC(=O)N1Cc1cc([N+](=O)[O-])ccc1Br, COc1cc(F)c(C(C)C)cc1B(O)O, [Na+], [Na+], O=C([O-])[O-], O, [Pd], c1ccc(P(c2ccccc2)c2ccccc2)cc1, c1ccc(P(c2ccccc2)c2ccccc2)cc1, c1ccc(P(c2ccccc2)c2ccccc2)cc1, c1ccc(P(c2ccccc2)c2ccccc2)cc1. Yields the product COc1cc(F)c(C(C)C)cc1-c1ccc([N+](=O)[O-])cc1CN1C(=O)OC(c2cc(C(F)(F)F)cc(C(F)(F)F)c2)C1C. Reaction SMILES: [CH3:139][CH2:140][OH:141].[CH3:33][c:34]1[cH:35][cH:36][cH:37][cH:38][cH:39]1.[F:1][C:2]([c:3]1[cH:4][c:5]([CH:13]2[CH:14]([CH3:30])[N:15]([CH2:19][c:20]3[c:21]([Br:29])[cH:22][cH:23][c:24]([N+:26](=[O:27])[O-:28])[cH:25]3)[C:16](=[O:18])[O:17]2)[cH:6][c:7]([C:9]([F:10])([F:11])[F:12])[cH:8]1)([F:31])[F:32].[F:40][c:41]1[cH:42][c:43]([O:53][CH3:54])[c:44]([B:50]([OH:51])[OH:52])[cH:45][c:46]1[CH:47]([CH3:48])[CH3:49].[Na+:55].[Na+:56].[O-:57][C:58](=[O:59])[O-:60].[OH2:138].[Pd:61].[c:100]1([P:101]([c:102]2[cH:103][cH:104][cH:105][cH:106][cH:107]2)[c:108]2[cH:109][cH:110][cH:111][cH:112][cH:113]2)[cH:114][cH:115][cH:116][cH:117][cH:118]1.[c:119]1([P:120]([c:121]2[cH:122][cH:123][cH:124][cH:125][cH:126]2)[c:127]2[cH:128][cH:129][cH:130][cH:131][cH:132]2)[cH:133][cH:134][cH:135][cH:136][cH:137]1.[c:62]1([P:63]([c:64]2[cH:65][cH:66][cH:67][cH:68][cH:69]2)[c:70]2[cH:71][cH:72][cH:73][cH:74][cH:75]2)[cH:76][cH:77][cH:78][cH:79][cH:80]1.[c:81]1([P:82]([c:83]2[cH:84][cH:85][cH:86][cH:87][cH:88]2)[c:89]2[cH:90][cH:91][cH:92][cH:93][cH:94]2)[cH:95][cH:96][cH:97][cH:98][cH:99]1>>[F:1][C:2]([c:3]1[cH:4][c:5]([CH:13]2[CH:14]([CH3:30])[N:15]([CH2:19][c:20]3[c:21](-[c:44]4[c:43]([O:53][CH3:54])[cH:42][c:41]([F:40])[c:46]([CH:47]([CH3:48])[CH3:49])[cH:45]4)[cH:22][cH:23][c:24]([N+:26](=[O:27])[O-:28])[cH:25]3)[C:16](=[O:18])[O:17]2)[cH:6][c:7]([C:9]([F:10])([F:11])[F:12])[cH:8]1)([F:31])[F:32]. Reactants: CC(C)(C)OC(=O)N1CCCCC1CN, CC(=O)O[BH-](OC(C)=O)OC(C)=O, CC(=O)O, COC(=O)c1ccc(C=O)cc1, CC(Cl)Cl, [Na+], O. Product: COC(=O)c1ccc(CNCC2CCCCN2C(=O)OC(C)(C)C)cc1. RXN SMILES: [C:1](=[O:2])([O:3][C:4]([CH3:5])([CH3:6])[CH3:7])[N:8]1[CH:9]([CH2:14][NH2:15])[CH2:10][CH2:11][CH2:12][CH2:13]1.[C:32]([O:33][BH-:34]([O:35][C:36](=[O:37])[CH3:38])[O:39][C:40](=[O:41])[CH3:42])(=[O:43])[CH3:44].[CH3:28][C:29](=[O:30])[OH:31].[CH:16](=[O:17])[c:18]1[cH:19][cH:20][c:21]([C:22](=[O:23])[O:24][CH3:25])[cH:26][cH:27]1.[Cl:46][CH:47]([Cl:48])[CH3:49].[Na+:45].[OH2:50]>>[C:1](=[O:2])([O:3][C:4]([CH3:5])([CH3:6])[CH3:7])[N:8]1[CH:9]([CH2:14][NH:15][CH2:16][c:18]2[cH:19][cH:20][c:21]([C:22](=[O:23])[O:24][CH3:25])[cH:26][cH:27]2)[CH2:10][CH2:11][CH2:12][CH2:13]1. The reactants are CC(C)O (2-propanol), C(C(=O)O)(=O)O (oxalic acid), CNC(C)C\C=C\C=1C=NC(=CC1)O ((4E)-N-Methyl-5-(6-hydroxy-3-pyridyl)-4-penten-2-amine). The solvent is C(C)O (ethanol), C(C)O (ethanol), C(C)O (ethanol). Reaction conditions: temperature 4 celsius, time 8 hour. The product is C(C(=O)O)(=O)O.CNC(C)C\C=C\C=1C=NC(=CC1)O ((4E)-N-Methyl-5-(6-hydroxy-3-pyridyl)-4-penten-2-amine oxalate). The yield is 71.0%. As a reaction SMILES: [CH3:1][NH:2][CH:3]([CH2:5]/[CH:6]=[CH:7]/[C:8]1[CH:9]=[N:10][C:11]([OH:14])=[CH:12][CH:13]=1)[CH3:4].[C:15]([OH:20])(=[O:19])[C:16]([OH:18])=[O:17].CC(O)C>C(O)C>[C:15]([OH:20])(=[O:19])[C:16]([OH:18])=[O:17].[CH3:1][NH:2][CH:3]([CH2:5]/[CH:6]=[CH:7]/[C:8]1[CH:9]=[N:10][C:11]([OH:14])=[CH:12][CH:13]=1)[CH3:4] |f:4.5|. Procedure details: (4E)-N-Methyl-5-(6-hydroxy-3-pyridyl)-4-penten-2-amine (0.263 g of 91%, 1.23 mmol) was dissolved in warm absolute ethanol (3 mL) and combined with oxalic acid (0.110 g, 1.23 mmol) in warm absolute ethanol (4.5 mL). The solution was cooled at 4° C. for 1 h, during which time an oily material was deposited. The ethanol was evaporated to leave a dark brown oil, which was combined with 2-propanol (3 mL). This mixture (heterogeneous) was refluxed as absolute ethanol was added drop-wise. Once homogene... The reactants are CCOC(=O)C(C)(C)c1cccc(C=O)c1, CC(=O)[O-], CCO, Cl, NO, [Na+]. The product is CCOC(=O)C(C)(C)c1cccc(C#N)c1. RXN SMILES: [CH2:1]([CH3:2])[O:3][C:4]([C:5]([c:6]1[cH:7][c:8]([CH:12]=[O:13])[cH:9][cH:10][cH:11]1)([CH3:14])[CH3:15])=[O:16].[CH3:21][C:22](=[O:23])[O-:24].[CH3:25][CH2:26][OH:27].[ClH:17].[NH2:18][OH:19].[Na+:20]>>[CH2:1]([CH3:2])[O:3][C:4]([C:5]([c:6]1[cH:7][c:8]([C:12]#[N:18])[cH:9][cH:10][cH:11]1)([CH3:14])[CH3:15])=[O:16]. Procedure details: H2O2 (70%, 0.27 mL, ca. 5.3 mmol) was added dropwise to a stirred solution of TFAA (0.8 mL, 5.3 mmol) in DCM (10 mL) at 0° C. The solution was stirred at 0° C. for 5 min, warmed to 20° C. for 10 min, then cooled to 0° C. and added to a stirred solution of 1-oxide 177 (153 mg, 0.5 mmol) and TFA (0.20 mL, 2.7 mmol) in DCM (10 mL) at 0° C. The solution was stirred at 20° C. for 16 h, diluted with dilute aqueous NH3 solution (10 mL) and extracted with CHCl3 (4×50 mL). The combined organic fraction w... Solvent: N (NH3), C(Cl)Cl (DCM), C(Cl)Cl (DCM). Yields the product [N+](=O)([O-])C1=C(C=C2CCCC2=C1)NC(C)=O (N-(6-nitro-2,3-dihydro-1H-inden-5-yl)acetamide). Reactants: OO (H2O2), C(=O)(C(F)(F)F)OC(=O)C(F)(F)F (TFAA), [O-][N+]1=NC(=NC2=C1C=C1CCCCC1=C2)NCCN(C)C (N1-(1-Oxido-6,7,8,9-tetrahydronaphtho[2,3-e][1,2,4]triazin-3-yl)-N2,N2-dimethyl-1,2-ethanediamine), C(=O)(C(F)(F)F)O (TFA). Reaction conditions: temperature 0 celsius, time 5 minute. As a reaction SMILES: OO.C(O[C:10]([C:12](F)(F)F)=[O:11])(C(F)(F)F)=O.[O-:16][N+:17]1[C:22]2[CH:23]=[C:24]3[C:29](=[CH:30][C:21]=2[N:20]=C(NCCN(C)C)N=1)[CH2:28][CH2:27][CH2:26]C3.C(O)(C(F)(F)F)=[O:38]>C(Cl)Cl.N>[N+:17]([C:22]1[CH:23]=[C:24]2[C:29]([CH2:28][CH2:27][CH2:26]2)=[CH:30][C:21]=1[NH:20][C:10](=[O:11])[CH3:12])([O-:16])=[O:38]. The reactants are C(C(C)C)NC(\C=C\C=C/CCCCC)=O (2E,4Z-decadienoic acid-N-isobutylamide), II (iodine). The solvent is C1(=CC=CC=C1)C (toluene). The product is C(C(C)C)NC(\C=C\C=C\CCCCC)=O (2E,4E-decadienoic acid-N-isobutylamide). As a reaction SMILES: [CH2:1]([NH:5][C:6](=[O:16])/[CH:7]=[CH:8]/[CH:9]=[CH:10]\[CH2:11][CH2:12][CH2:13][CH2:14][CH3:15])[CH:2]([CH3:4])[CH3:3].II>C1(C)C=CC=CC=1>[CH2:1]([NH:5][C:6](=[O:16])/[CH:7]=[CH:8]/[CH:9]=[CH:10]/[CH2:11][CH2:12][CH2:13][CH2:14][CH3:15])[CH:2]([CH3:4])[CH3:3]. Procedure details: 277 mg of 2E,4Z-decadienoic acid-N-isobutylamide from Example 1 were stirred with 29 mg of iodine in 10 ml of toluene for one hour at room temperature. The mixture was chromatographed on silica gel 60 with the eluent hexane/ethyl acetate 5:1. Yield: 61 mg (>95%, NMR); 1H-NMR (CDCl3; 200 MHz): 7.19 (1H, dd, 14.9 Hz, 9.7 Hz), 6.13 (1H, dd, 15.1 Hz, 9.6 Hz), 6.07 (1H, dd, 15.1 Hz, 6.4 Hz), 5.75 (1H, d 14.9 Hz), 5.50 (1H, bs), 3.17 (2H, dd, 6.9 Hz, 6.1 Hz), 2.14 (2H, dd, 7 Hz, 6.4 Hz), 1.80 (1H, m, ... Reactants: O=C1OCC(c2ccc(F)c(F)c2)N1C(=O)Oc1ccc([N+](=O)[O-])cc1, CC(C)C(=O)Nc1cccc(C2CCN(CCCN)CC2)c1. The product is CC(C)C(=O)Nc1cccc(C2CCN(CCCNC(=O)N3C(=O)OCC3c3ccc(F)c(F)c3)CC2)c1. RXN SMILES: [F:1][c:2]1[cH:3][c:4]([CH:9]2[N:10]([C:15]([O:17][c:16]3[cH:18][cH:19][c:20]([N+:21]([O-:22])=[O:23])[cH:24][cH:25]3)=[O:26])[C:11](=[O:14])[O:12][CH2:13]2)[cH:5][cH:6][c:7]1[F:8].[NH2:27][CH2:28][CH2:29][CH2:30][N:31]1[CH2:32][CH2:33][CH:34]([c:37]2[cH:38][c:39]([NH:43][C:44]([CH:45]([CH3:46])[CH3:47])=[O:48])[cH:40][cH:41][cH:42]2)[CH2:35][CH2:36]1>>[F:1][c:2]1[cH:3][c:4]([CH:9]2[N:10]([C:15](=[O:17])[NH:27][CH2:28][CH2:29][CH2:30][N:31]3[CH2:32][CH2:33][CH:34]([c:37]4[cH:38][c:39]([NH:43][C:44]([CH:45]([CH3:46])[CH3:47])=[O:48])[cH:40][cH:41][cH:42]4)[CH2:35][CH2:36]3)[C:11](=[O:14])[O:12][CH2:13]2)[cH:5][cH:6][c:7]1[F:8]. The reactants are Dithioacetal, COC(=O)CSC(C(C(=O)OC)C)SCC(=O)OC (Methyl 3,3-bis(methoxycarbonyl methylthio)-2-methyl-propionate). Run in C[O-].[Na+] (sodium methoxide), CO (methanol). Yields the product OC1=C(SC=C1C)C(=O)OC (Methyl 3-hydroxy-4-methylthiophene-2-carboxylate). RXN SMILES: [CH3:1][O:2][C:3]([CH2:5][S:6][CH:7](SCC(OC)=O)[CH:8]([CH3:13])[C:9](OC)=[O:10])=[O:4]>C[O-].[Na+].CO>[OH:10][C:9]1[C:8]([CH3:13])=[CH:7][S:6][C:5]=1[C:3]([O:2][CH3:1])=[O:4] |f:1.2|. Procedure details: Dithioacetal of (b) above (0.08 mol) was dissolved in 120 ml of 2N sodium methoxide in methanol and stirred over night at room temperature.